From a dataset of the Open Reaction Database (ORD), a public repository of structured organic reaction records. describe an organic reaction: reactants, conditions, products, and yield The reactants are N1(C=NC=C1)CCC1CCNCC1 (4[2-(imidazol-1-yl)ethyl]piperidine), COC(N(C)C)OC (dimethylformamide dimethyl acetal). Product: COC(N1CCC(CC1)CCN1C=NC=C1)OC (4-[2-(imidazol-1-yl)ethyl]-1-piperidine carboxaldehyde dimethylacetal). Yield: 87.0%. Reaction SMILES: [N:1]1([CH2:6][CH2:7][CH:8]2[CH2:13][CH2:12][NH:11][CH2:10][CH2:9]2)[CH:5]=[CH:4][N:3]=[CH:2]1.[CH3:14][O:15][CH:16]([O:20][CH3:21])N(C)C>>[CH3:14][O:15][CH:16]([O:20][CH3:21])[N:11]1[CH2:12][CH2:13][CH:8]([CH2:7][CH2:6][N:1]2[CH:5]=[CH:4][N:3]=[CH:2]2)[CH2:9][CH2:10]1. Procedure: The free base 4[2-(imidazol-1-yl)ethyl]piperidine (5.1 g, 28.7 mM) and dimethylformamide dimethyl acetal (23 ml) was heated at 100° C. for 6 hours. Removal of the excess of dimethylformamide dimethyl acetal gave 4-[2-(imidazol-1-yl)ethyl]-1-piperidine carboxaldehyde dimethylacetal (6.32 g, 87%) which was dissolved in CH2Cl2 (27 ml) and added to the mixture of 6-aminopenicillanic acid (5.6 g, 258 mM) and diisopropylethylamine (3.41 ml) in CH2Cl2 (100 ml) at 0° C. The reaction was stirred at 0° C.... Starting materials: Cc1ccccc1, OCCCCCl, Cc1cc([N+](=O)[O-])ccc1N=C=O. The product is Cc1cc([N+](=O)[O-])ccc1NC(=O)OCCCCCl. As a reaction SMILES: [CH3:20][c:21]1[cH:22][cH:23][cH:24][cH:25][cH:26]1.[Cl:14][CH2:15][CH2:16][CH2:17][CH2:18][OH:19].[N:1](=[C:2]=[O:3])[c:4]1[c:5]([CH3:13])[cH:6][c:7]([N+:10](=[O:11])[O-:12])[cH:8][cH:9]1>>[NH:1]([C:2](=[O:3])[O:19][CH2:18][CH2:17][CH2:16][CH2:15][Cl:14])[c:4]1[c:5]([CH3:13])[cH:6][c:7]([N+:10](=[O:11])[O-:12])[cH:8][cH:9]1. Reactants: CCCC(OC(=O)Cl)C1CCCCC1, c1ccncc1, c1ccc2[nH]c(-c3cscn3)nc2c1. The product is CCCC(OC(=O)n1c(-c2cscn2)nc2ccccc21)C1CCCCC1. Reaction SMILES: [Cl:1][C:2](=[O:3])[O:4][CH:5]([CH2:6][CH2:7][CH3:8])[CH:9]1[CH2:10][CH2:11][CH2:12][CH2:13][CH2:14]1.[cH:29]1[cH:30][cH:31][n:32][cH:33][cH:34]1.[s:15]1[cH:16][n:17][c:18](-[c:20]2[nH:21][c:22]3[c:23]([n:24]2)[cH:25][cH:26][cH:27][cH:28]3)[cH:19]1>>[C:2](=[O:3])([O:4][CH:5]([CH2:6][CH2:7][CH3:8])[CH:9]1[CH2:10][CH2:11][CH2:12][CH2:13][CH2:14]1)[n:24]1[c:20](-[c:18]2[n:17][cH:16][s:15][cH:19]2)[n:21][c:22]2[c:23]1[cH:25][cH:26][cH:27][cH:28]2.